Dataset: the Open Reaction Database (ORD), a public repository of structured organic reaction records. Task: describe an organic reaction: reactants, conditions, products, and yield Reactants: CCCCCCCCCCCCCCCCCCOCC(O)COC(c1ccccc1)(c1ccccc1)c1ccccc1, CCOCC, Cc1ccc(S(=O)(=O)Cl)cc1, c1ccncc1. The product is CCCCCCCCCCCCCCCCCCOCC(COC(c1ccccc1)(c1ccccc1)c1ccccc1)OS(=O)(=O)c1ccc(C)cc1. As a reaction SMILES: [CH2:1]([CH2:2][CH2:3][CH2:4][CH2:5][CH2:6][CH2:7][CH2:8][CH2:9][CH2:10][CH2:11][CH2:12][CH2:13][CH2:14][CH2:15][CH2:16][CH2:17][CH3:18])[O:19][CH2:20][CH:21]([OH:22])[CH2:23][O:24][C:25]([c:26]1[cH:27][cH:28][cH:29][cH:30][cH:31]1)([c:32]1[cH:33][cH:34][cH:35][cH:36][cH:37]1)[c:38]1[cH:39][cH:40][cH:41][cH:42][cH:43]1.[CH3:55][CH2:56][O:57][CH2:58][CH3:59].[c:44]1([CH3:54])[cH:45][cH:46][c:47]([S:50](=[O:51])(=[O:52])[Cl:53])[cH:48][cH:49]1.[cH:60]1[cH:61][cH:62][n:63][cH:64][cH:65]1>>[CH2:1]([CH2:2][CH2:3][CH2:4][CH2:5][CH2:6][CH2:7][CH2:8][CH2:9][CH2:10][CH2:11][CH2:12][CH2:13][CH2:14][CH2:15][CH2:16][CH2:17][CH3:18])[O:19][CH2:20][CH:21]([O:22][S:50]([c:47]1[cH:46][cH:45][c:44]([CH3:54])[cH:49][cH:48]1)(=[O:51])=[O:52])[CH2:23][O:24][C:25]([c:26]1[cH:27][cH:28][cH:29][cH:30][cH:31]1)([c:32]1[cH:33][cH:34][cH:35][cH:36][cH:37]1)[c:38]1[cH:39][cH:40][cH:41][cH:42][cH:43]1. Reactants: OCCOC1=C(C=C(C=C1C)CCC(=O)C1=C2C[C@@H]3[C@H](C2=C(S1)C)C3(C)C)C (3-[4-(2-hydroxy-ethoxy)-3,5-dimethyl-phenyl]-1-((1aS,5aR)-1,1,2-trimethyl-1,1a,5,5a-tetrahydro-3-thia-cyclopropa[a]pentalen-4-yl)-propan-1-one), CCN(C(C)C)C(C)C (DIPEA), CS(=O)(=O)Cl (methane sulfonylchloride), CS(=O)(=O)Cl (methane sulfonylchloride). Run in C(Cl)Cl (DCM), C(Cl)Cl (DCM). Reaction conditions: temperature 0 celsius, time 30 minute. The product is CC1=C(OCCOS(=O)(=O)C)C(=CC(=C1)CCC(C1=C2C[C@@H]3[C@H](C2=C(S1)C)C3(C)C)=O)C (methanesulfonic acid 2-{2,6-dimethyl-4-[3-oxo-3-((1aS,5aR)-1,1,2-trimethyl-1,1a,5,5a-tetrahydro-3-thia-cyclopropa[a]pentalen-4-yl)-propyl]-phenoxy}-ethyl ester). Yield: 84.7%. As a reaction SMILES: [OH:1][CH2:2][CH2:3][O:4][C:5]1[C:10]([CH3:11])=[CH:9][C:8]([CH2:12][CH2:13][C:14]([C:16]2[S:23][C:22]([CH3:24])=[C:21]3[C:17]=2[CH2:18][C@H:19]2[C:25]([CH3:27])([CH3:26])[C@H:20]23)=[O:15])=[CH:7][C:6]=1[CH3:28].CCN(C(C)C)C(C)C.[CH3:38][S:39](Cl)(=[O:41])=[O:40]>C(Cl)Cl>[CH3:28][C:6]1[CH:7]=[C:8]([CH2:12][CH2:13][C:14](=[O:15])[C:16]2[S:23][C:22]([CH3:24])=[C:21]3[C:17]=2[CH2:18][C@H:19]2[C:25]([CH3:26])([CH3:27])[C@H:20]23)[CH:9]=[C:10]([CH3:11])[C:5]=1[O:4][CH2:3][CH2:2][O:1][S:39]([CH3:38])(=[O:41])=[O:40]. Reported procedure: To a solution of 3-[4-(2-hydroxy-ethoxy)-3,5-dimethyl-phenyl]-1-((1aS,5aR)-1,1,2-trimethyl-1,1a,5,5a-tetrahydro-3-thia-cyclopropa[a]pentalen-4-yl)-propan-1-one (1.55 g, 3.89 mmol) in DCM (60 mL) and DIPEA (1.07 mL, 6.22 mmol) is added methane sulfonylchloride (0.362 mL, 4.67 mmol) at 0° C. The reaction mixture is stirred at 0° C. for 30 min. Another portion of methane sulfonylchloride (0.362 mL, 4.67 mmol) is added and stirring is continued for 30 min. The reaction mixture is diluted with DCM, w... The reactants are O (water), CS(=O)(=O)C1=C(C=CC=C1)S(=O)(=O)Cl (2-methylsulfonylbenzenesulphonyl chloride), O.C1(=CC(O)=CC(C)=C1)O (orcinol monohydrate), C(=O)(O)[O-].[Na+] (NaHCO3). Solvent: ClCCl (dichloromethane). Reaction conditions: time 3 day. Product: CS(=O)(=O)C1=C(C=CC=C1)S(=O)(=O)OC1=CC(=CC(=C1)C)O (3-Hydroxy-5-methylphenyl 2-(methylsulfonyl)benzenesulfonate). Isolated yield 44.8%. RXN SMILES: [CH3:1][S:2]([C:5]1[CH:10]=[CH:9][CH:8]=[CH:7][C:6]=1[S:11](Cl)(=[O:13])=[O:12])(=[O:4])=[O:3].O.[C:16]1([OH:24])[CH:23]=[C:21]([CH3:22])[CH:20]=[C:18]([OH:19])[CH:17]=1.C([O-])(O)=O.[Na+].O>ClCCl>[CH3:1][S:2]([C:5]1[CH:10]=[CH:9][CH:8]=[CH:7][C:6]=1[S:11]([O:19][C:18]1[CH:20]=[C:21]([CH3:22])[CH:23]=[C:16]([OH:24])[CH:17]=1)(=[O:13])=[O:12])(=[O:4])=[O:3] |f:1.2,3.4|. Reported procedure: To a stirred solution of 2-methylsulfonylbenzenesulphonyl chloride (3.63 g, 14.2 mmol) and orcinol monohydrate (2.02 g, 14.2 mmol) in dichloromethane (50 mL) was added saturated NaHCO3 aqueous solution (30 mL) dropwise in 30 min. After stirred vigorously at room temperature for 3 days, water was added. The organic layer was separated and the aqueous layer was extracted with dichloromethane. The combined organic phases were dried over Na2SO4, filtered, and concentrated to half of the volume (˜60 ... Starting materials: NC=1SC2=C(N1)C=C(C=C2)C(=O)OC (methyl 2-amino-benzothiazole-5-carboxylate), C(C)(=O)OCC (ethyl acetate). Reaction conditions: temperature 30 celsius. The product is NC=1SC2=C(N1)C=CC=C2C(=O)OC (Methyl 2-aminobenzothiazole-7-carboxylate). As a reaction SMILES: [NH2:1][C:2]1[S:3][C:4]2[CH:10]=[CH:9][C:8](C(OC)=O)=[CH:7][C:5]=2[N:6]=1.[C:15]([O:18][CH2:19]C)(=[O:17])C>>[NH2:1][C:2]1[S:3][C:4]2[C:10]([C:15]([O:18][CH3:19])=[O:17])=[CH:9][CH:8]=[CH:7][C:5]=2[N:6]=1. Reported procedure: 8.4 g of methyl 3-thioureido-benzoate are suspended in 120 ml of chlorobenzene, 2.2 ml of bromine in 30 ml of chlorobenzene are added at 0° C. in the course of 1 hour, while stirring as thoroughly as possible, and the mixture is then stirred to room temperature. It is then kept at 70° C. for 4 hours and subsequently cooled, a little diethyl ether is added and the precipitate is filtered off, mixed thoroughly with 70 ml of aqueous sodium bicarbonate solution, filtered off again and washed with wa... Reactants: IC1=CN(C2=NC=C(C=C21)C)[Si](C(C)C)(C(C)C)C(C)C (3-iodo-5-methyl-1-triisopropylsilanyl-1H-pyrrolo[2,3-b]pyridine), FC1=NC(=CC=C1C=O)NC=1C=NC(=CC1)OC (2-fluoro-6-(6-methoxy-pyridin-3-ylamino)-pyridine-3-carbaldehyde). Yields the product FC1=C(C=CC(=N1)NC=1C=NC(=CC1)OC)CC1=CNC2=NC=C(C=C21)C ([6-Fluoro-5-(5-methyl-1H-pyrrolo[2,3-b]pyridin-3-ylmethyl)-pyridin-2-yl]-(6-methoxy-pyridin-3-yl)-amine). RXN SMILES: I[C:2]1[C:10]2[C:5](=[N:6][CH:7]=[C:8]([CH3:11])[CH:9]=2)[N:4]([Si](C(C)C)(C(C)C)C(C)C)[CH:3]=1.[F:22][C:23]1[C:28]([CH:29]=O)=[CH:27][CH:26]=[C:25]([NH:31][C:32]2[CH:33]=[N:34][C:35]([O:38][CH3:39])=[CH:36][CH:37]=2)[N:24]=1>>[F:22][C:23]1[N:24]=[C:25]([NH:31][C:32]2[CH:33]=[N:34][C:35]([O:38][CH3:39])=[CH:36][CH:37]=2)[CH:26]=[CH:27][C:28]=1[CH2:29][C:2]1[C:10]2[C:5](=[N:6][CH:7]=[C:8]([CH3:11])[CH:9]=2)[NH:4][CH:3]=1. Reported procedure: [6-Fluoro-5-(5-methyl-1H-pyrrolo[2,3-b]pyridin-3-ylmethyl)-pyridin-2-yl]-(6-methoxy-pyridin-3-yl)-amine P-3019 is prepared in two steps from 3-iodo-5-methyl-1-triisopropylsilanyl-1H-pyrrolo[2,3-b]pyridine 8 and 2-fluoro-6-(6-methoxy-pyridin-3-ylamino)-pyridine-3-carbaldehyde 56 as shown in Scheme 11. Reactants: N1=C(N=CC=C1)CCCCO (2-pyrimidinebutanol), BrCCCCCCBr (1,6-dibromohexane), [OH-].[Na+] (sodium hydroxide), CCOCC (Ether). The solvent is O (water). Conditions: time 20 hour. Yields the product BrCCCCCCOCCCCC1=NC=CC=N1 (2-[4-[(6-Bromohexyl)oxy]butyl]pyrimidine). RXN SMILES: [N:1]1[CH:6]=[CH:5][CH:4]=[N:3][C:2]=1[CH2:7][CH2:8][CH2:9][CH2:10][OH:11].[Br:12][CH2:13][CH2:14][CH2:15][CH2:16][CH2:17][CH2:18]Br.[OH-].[Na+].CCOCC>O>[Br:12][CH2:13][CH2:14][CH2:15][CH2:16][CH2:17][CH2:18][O:11][CH2:10][CH2:9][CH2:8][CH2:7][C:2]1[N:3]=[CH:4][CH:5]=[CH:6][N:1]=1 |f:2.3|. Reported procedure: A mixture of 2-pyrimidinebutanol (1.31 g), 1,6-dibromohexane (5 ml), 50% aqueous sodium hydroxide solution (5 ml) and TAB (140 mg) was vigorously stirred under nitrogen at 23° for 20 h. Ether (25 ml) and water (20 ml) were added, the organic phase separated, washed with brine (20 ml), dried and evaporated in vacuo. The residue was purified by FCC. Elution with hexane and hexane-ether (9:1) followed by ether afforded the title compound as a colourless oil (1.67 g) The reactants are CO.C1(=CC=CC=C1)N(C1=CC=CC=C1)C1=CC=CC=C1 (triphenylamine methyl alcohol), CO.C1(=CC=CC=C1)N(C1=CC=CC=C1)C1=CC=CC=C1 (Triphenylamine methyl alcohol), C1(=CC=CC=C1)N(C1=CC=CC=C1)C1=CC=CC=C1 (triphenylamine), C(C=C)(=O)Cl (acrylic acid chloride), C(C=C)(=O)Cl (acrylic acid chloride). The solvent is C1=CC=CC=C1 (benzene), C1=CC=CC=C1 (benzene). Yields the product COC(C=C)=O.C1(=CC=CC=C1)N(C1=CC=CC=C1)C1=CC=CC=C1 (triphenylamine methyl acrylate). RXN SMILES: [CH3:1][OH:2].[C:3]1([N:9]([C:16]2[CH:21]=[CH:20][CH:19]=[CH:18][CH:17]=2)[C:10]2[CH:15]=[CH:14][CH:13]=[CH:12][CH:11]=2)[CH:8]=[CH:7][CH:6]=[CH:5][CH:4]=1.C1(N(C2C=CC=CC=2)C2C=CC=CC=2)C=CC=CC=1.[C:41](Cl)(=[O:44])[CH:42]=[CH2:43]>C1C=CC=CC=1>[CH3:1][O:2][C:41](=[O:44])[CH:42]=[CH2:43].[C:16]1([N:9]([C:3]2[CH:4]=[CH:5][CH:6]=[CH:7][CH:8]=2)[C:10]2[CH:15]=[CH:14][CH:13]=[CH:12][CH:11]=2)[CH:17]=[CH:18][CH:19]=[CH:20][CH:21]=1 |f:0.1,5.6|. Reported procedure: (Procedure 1): Triphenylamine methyl alcohol as a triphenylamine derivative and an acrylic acid chloride were dissolved in benzene, and then the resultant benzene solution was stirred at 0° C. for five hours so as to cause the triphenylamine methyl alcohol to react with the acrylic acid chloride. After the reaction, the benzene solution was evaporated under reduced pressure so as to obtain a triphenylamine methyl acrylate monomer as a crude crystal. Next, the crude crystal was recrystallized by ... RXN SMILES: [CH2:1]([CH:3]1[O:5][CH2:4]1)[Cl:2].[S:6](=O)(=[O:9])([OH:8])[O-:7].[Na+:11]>>[Cl:2][CH2:1][CH:3]([OH:5])[CH2:4][S:6]([O-:9])(=[O:8])=[O:7].[Na+:11] |f:1.2,3.4|. The reactants are products, C(Cl)C1CO1 (epichlorohydrin), S([O-])(O)(=O)=O.[Na+] (sodium bisulfate). Reported procedure: In this example, sultaine derivatives are formed using the products of Example 2. In general, epichlorohydrin is reacted with sodium bisulfate (NaHSO3) to form sodium 3-chloro-2-hydroxypropanesulfonate. This product is then reacted with the alkylamidoalkylamine composition (e.g., from Example 2) to provide the corresponding hydroxysultaine. The product is ClCC(CS(=O)(=O)[O-])O.[Na+] (sodium 3-chloro-2-hydroxypropanesulfonate). Starting materials: O (water), C1(=CC=CC=C1O)C (o-cresol), BrC(C(=O)OCC)CCC(=O)OCC (diethyl 2-bromoglutarate), C(=O)([O-])[O-].[K+].[K+] (K2CO3). Run in CN(C)C=O (DMF). Run at temperature 70 celsius. Yields the product C(=O)(OCC)C(CCC(=O)OCC)OC1=C(C=CC=C1)C (ethyl 4-carbethoxy-4-(2-methylphenoxy)butyrate). RXN SMILES: [C:1]1([CH3:8])[C:6]([OH:7])=[CH:5][CH:4]=[CH:3][CH:2]=1.Br[CH:10]([CH2:16][CH2:17][C:18]([O:20][CH2:21][CH3:22])=[O:19])[C:11]([O:13][CH2:14][CH3:15])=[O:12].C([O-])([O-])=O.[K+].[K+].O>CN(C=O)C>[C:18]([CH:17]([O:7][C:6]1[CH:5]=[CH:4][CH:3]=[CH:2][C:1]=1[CH3:8])[CH2:16][CH2:10][C:11]([O:13][CH2:14][CH3:15])=[O:12])([O:20][CH2:21][CH3:22])=[O:19] |f:2.3.4|. Procedure: A mixture of o-cresol (0.1 mol) and diethyl 2-bromoglutarate (0.1 mol) and K2CO3 (0.11 mol) in 50 mL of DMF are heated at 70° C. overnight. The reaction is poured into water and extracted with ethyl acetate. The organic solution is washed with water, 0.1N NaOH solution, dried and evaporated to give ethyl 4-carbethoxy-4-(2-methylphenoxy)butyrate which is used directly in the next step. The reactants are Cc1c(N=C=S)ccc2c1ncn2C(=O)OC(C)(C)C, ClCCl, NCCN. Product: Cc1c(NC(=S)NCCN)ccc2c1ncn2C(=O)OC(C)(C)C. As a reaction SMILES: [C:1]([CH3:2])([CH3:3])([CH3:4])[O:5][C:6](=[O:7])[n:8]1[cH:9][n:10][c:11]2[c:12]1[cH:13][cH:14][c:15]([N:18]=[C:19]=[S:20])[c:16]2[CH3:17].[Cl:25][CH2:26][Cl:27].[NH2:21][CH2:22][CH2:23][NH2:24]>>[C:1]([CH3:2])([CH3:3])([CH3:4])[O:5][C:6](=[O:7])[n:8]1[cH:9][n:10][c:11]2[c:12]1[cH:13][cH:14][c:15]([NH:18][C:19](=[S:20])[NH:21][CH2:22][CH2:23][NH2:24])[c:16]2[CH3:17].